The task is: describe an organic reaction: reactants, conditions, products, and yield. This data is from the Open Reaction Database (ORD), a public repository of structured organic reaction records. Solvent: CCOC(=O)C (EtOAc). Reported procedure: 4-Chloro-2-methylsulfanyl-7-(3-trifluoromethyl-pyridin-2-yl)-6,7,8,9-tetrahydro-5H-pyrimido[4,5-d]azepine. To a solution of 2-methylsulfanyl-7-(3-trifluoromethyl-pyridin-2-yl)-6,7,8,9-tetrahydro-5H-pyrimido[4,5-d]azepin-4-ol (1.8 g, 4.92 mmol) in CH3CN (40 mL) was added POCl3 (1.4 mL, 14.8 mmol). After 15 min at 80° C., the mixture was cooled to rt, diluted with EtOAc, and quenched slowly with satd. aq. NaHCO3. The organic layer was separated, dried (MgSO4), and concentrated. The crude residue w... RXN SMILES: Cl[C:2]1[C:12]2[CH2:11][CH2:10][N:9]([C:13]3[C:18]([C:19]([F:22])([F:21])[F:20])=[CH:17][CH:16]=[CH:15][N:14]=3)[CH2:8][CH2:7][C:6]=2[N:5]=[C:4]([S:23][CH3:24])[N:3]=1.CSC1N=C(O)C2CCN([C:37]3[C:42]([C:43]([F:46])([F:45])[F:44])=[CH:41][CH:40]=[CH:39][N:38]=3)CCC=2N=1.O=P(Cl)(Cl)Cl.[CH3:54]C#N>CCOC(C)=O>[CH3:24][S:23][C:4]1[N:3]=[C:2]([NH:38][C:39]2[CH:40]=[CH:41][C:42]([C:43]([F:44])([F:45])[F:46])=[CH:37][CH:54]=2)[C:12]2[CH2:11][CH2:10][N:9]([C:13]3[C:18]([C:19]([F:22])([F:21])[F:20])=[CH:17][CH:16]=[CH:15][N:14]=3)[CH2:8][CH2:7][C:6]=2[N:5]=1. The reactants are ClC1=NC(=NC=2CCN(CCC21)C2=NC=CC=C2C(F)(F)F)SC (4-Chloro-2-methylsulfanyl-7-(3-trifluoromethyl-pyridin-2-yl)-6,7,8,9-tetrahydro-5H-pyrimido[4,5-d]azepine), CSC=1N=C(C2=C(CCN(CC2)C2=NC=CC=C2C(F)(F)F)N1)O (2-methylsulfanyl-7-(3-trifluoromethyl-pyridin-2-yl)-6,7,8,9-tetrahydro-5H-pyrimido[4,5-d]azepin-4-ol), O=P(Cl)(Cl)Cl (POCl3), CC#N (CH3CN). Conditions: time 15 minute. Yields the product CSC=1N=C(C2=C(CCN(CC2)C2=NC=CC=C2C(F)(F)F)N1)NC1=CC=C(C=C1)C(F)(F)F ([2-Methylsulfanyl-7-(3-trifluoromethyl-pyridin-2-yl)-6,7,8,9-tetrahydro-5H-pyrimido[4,5-d]azepin-4-yl]-(4-trifluoromethyl-phenyl)-amine). Isolated yield 89.0%. The reactants are COc1ccc(-c2ccc3cnc(OS(=O)(=O)C(F)(F)F)nn23)cn1, CCC(O)OC, NC(=O)CN1Cc2ccc(N)cc2C1. Yields the product COc1ccc(-c2ccc3cnc(Nc4ccc5c(c4)CN(CC(N)=O)C5)nn23)cn1. RXN SMILES: [CH3:1][O:2][c:3]1[cH:4][cH:5][c:6](-[c:9]2[cH:10][cH:11][c:12]3[cH:13][n:14][c:15]([O:18][S:19]([C:20]([F:21])([F:22])[F:23])(=[O:24])=[O:25])[n:16][n:17]23)[cH:7][n:8]1.[CH3:40][O:41][CH:42]([OH:43])[CH2:44][CH3:45].[NH2:26][c:27]1[cH:28][c:29]2[c:33]([cH:34][cH:35]1)[CH2:32][N:31]([CH2:36][C:37](=[O:38])[NH2:39])[CH2:30]2>>[CH3:1][O:2][c:3]1[cH:4][cH:5][c:6](-[c:9]2[cH:10][cH:11][c:12]3[cH:13][n:14][c:15]([NH:26][c:27]4[cH:28][c:29]5[c:33]([cH:34][cH:35]4)[CH2:32][N:31]([CH2:36][C:37](=[O:38])[NH2:39])[CH2:30]5)[n:16][n:17]23)[cH:7][n:8]1. The reactants are OC1=CC=C(C(=O)OC)C=C1 (methyl 4-hydroxybenzoate), CN(CCCO)C (3-dimethylamino-1-propanol), C1(=CC=CC=C1)P(C1=CC=CC=C1)C1=CC=CC=C1 (triphenylphosphine), N(=NC(=O)OC(C)C)C(=O)OC(C)C (diisopropyl azodicarboxylate). Run in C1CCOC1 (THF). Conditions: time 16 hour. Yields the product CN(C)CCCOC1=CC=C(C(=O)OC)C=C1 (methyl 4-[3-(N,N-dimethylamino)-1-propyloxy]benzoate). The yield is 79.0%. As a reaction SMILES: [OH:1][C:2]1[CH:11]=[CH:10][C:5]([C:6]([O:8][CH3:9])=[O:7])=[CH:4][CH:3]=1.[CH3:12][N:13]([CH3:18])[CH2:14][CH2:15][CH2:16]O.C1(P(C2C=CC=CC=2)C2C=CC=CC=2)C=CC=CC=1.N(C(OC(C)C)=O)=NC(OC(C)C)=O>C1COCC1>[CH3:12][N:13]([CH2:14][CH2:15][CH2:16][O:1][C:2]1[CH:3]=[CH:4][C:5]([C:6]([O:8][CH3:9])=[O:7])=[CH:10][CH:11]=1)[CH3:18]. Reported procedure: To a solution of methyl 4-hydroxybenzoate (1.0 g, 6.58 mmol), 3-dimethylamino-1-propanol (1.01 g, 9.87 mmol), and triphenylphosphine (2.6 g, 9.87 mmol) at 0° C. in THF (20 mL) was added dropwise diisopropyl azodicarboxylate (1.99 g, 9.87 mmol). After stirring for 16 h at room temperature the solution was concentrated and the residue purified by column chromatography (silica gel, methanol/dichloromethane) to yield the title compound as an oily solid (1.25 g, 5.2 mmol). MS(ESI): 238.1 (M+H)+. Starting materials: C1CCOC1, [Cl-], NC(C(=O)O)c1ccccc1, O, O=C(Cl)C1SCCN1S(=O)(=O)c1ccc(-c2ccccc2)cc1. The product is O=C(O)C(NC(=O)C1SCCN1S(=O)(=O)c1ccc(-c2ccccc2)cc1)c1ccccc1. Reaction SMILES: [CH2:37]1[O:38][CH2:39][CH2:40][CH2:41]1.[Cl-:12].[NH2:1][CH:2]([C:3](=[O:4])[OH:5])[c:6]1[cH:7][cH:8][cH:9][cH:10][cH:11]1.[OH2:36].[c:13]1(-[c:30]2[cH:31][cH:32][cH:33][cH:34][cH:35]2)[cH:14][cH:15][c:16]([S:19](=[O:20])(=[O:21])[N:22]2[CH:23]([C:27](=[O:28])[Cl:29])[S:24][CH2:25][CH2:26]2)[cH:17][cH:18]1>>[NH:1]([CH:2]([C:3](=[O:4])[OH:5])[c:6]1[cH:7][cH:8][cH:9][cH:10][cH:11]1)[C:27]([CH:23]1[N:22]([S:19]([c:16]2[cH:15][cH:14][c:13](-[c:30]3[cH:31][cH:32][cH:33][cH:34][cH:35]3)[cH:18][cH:17]2)(=[O:20])=[O:21])[CH2:26][CH2:25][S:24]1)=[O:28]. Starting materials: CCN(CC)S(F)(F)F, ClCCl, CCOP(=O)(OCC)C(O)c1cccc(Oc2ccc(C(F)(F)F)cn2)c1. The product is CCOP(=O)(OCC)C(F)c1cccc(Oc2ccc(C(F)(F)F)cn2)c1. RXN SMILES: [CH2:28]([N:29]([S:30]([F:31])([F:32])[F:34])[CH2:33][CH3:35])[CH3:36].[Cl:37][CH2:38][Cl:39].[OH:1][CH:2]([c:3]1[cH:4][c:5]([O:9][c:10]2[n:11][cH:12][c:13]([C:16]([F:17])([F:18])[F:19])[cH:14][cH:15]2)[cH:6][cH:7][cH:8]1)[P:20]([O:21][CH2:22][CH3:23])([O:24][CH2:25][CH3:26])=[O:27]>>[CH:2]([c:3]1[cH:4][c:5]([O:9][c:10]2[n:11][cH:12][c:13]([C:16]([F:17])([F:18])[F:19])[cH:14][cH:15]2)[cH:6][cH:7][cH:8]1)([P:20]([O:21][CH2:22][CH3:23])([O:24][CH2:25][CH3:26])=[O:27])[F:34]. Reported procedure: A pressure tube was charged with N1-(4-methoxybenzoyl)-1,2-benzenediamine (1.00 g, 4.13 mmol), 2,3-napthalenedicarboxylic anhydride (820 mg, 4.13 mmol), and tetrahydrofuran (16 mL). The resultant slurry was then placed in a bath heated to 110° C. for 16 h. After cooling to ambient temperature and standing for 3 h, the mixture was further cooled to −10° C. for 20 h. The resulting solid was collected by filtration and washed with cold ethyl acetate. The solid was then pulverized and dried under va... Isolated yield 83.1%. The reactants are COC1=CC=C(C(=O)NC=2C(=CC=CC2)N)C=C1 (N1-(4-methoxybenzoyl)-1,2-benzenediamine), C1=C2C(=CC3=CC=CC=C13)C(=O)OC2=O (2,3-napthalenedicarboxylic anhydride). Run in O1CCCC1 (tetrahydrofuran). RXN SMILES: [CH3:1][O:2][C:3]1[CH:18]=[CH:17][C:6]([C:7]([NH:9][C:10]2[C:11]([NH2:16])=[CH:12][CH:13]=[CH:14][CH:15]=2)=[O:8])=[CH:5][CH:4]=1.[CH:19]1[C:28]2[C:23](=[CH:24][CH:25]=[CH:26][CH:27]=2)[CH:22]=[C:21]2[C:29]([O:31][C:32](=O)[C:20]=12)=[O:30]>O1CCCC1>[CH3:1][O:2][C:3]1[CH:4]=[CH:5][C:6]([C:7]([NH:9][C:10]2[CH:15]=[CH:14][CH:13]=[CH:12][C:11]=2[N:16]2[C:32](=[O:31])[C:20]3[CH:19]=[C:28]4[CH:27]=[CH:26][CH:25]=[CH:24][C:23]4=[CH:22][C:21]=3[C:29]2=[O:30])=[O:8])=[CH:17][CH:18]=1. The product is COC1=CC=C(C(=O)NC2=C(C=CC=C2)N2C(C=3C=C4C(=CC3C2=O)C=CC=C4)=O)C=C1 (N-(4-Methoxybenzoyl)-2-(1,3-dihydro-1,3-dioxo-2H-benz[f]isoindol-2-yl)benzeneamine). Conditions: temperature 110 celsius, time 3 hour.